Dataset: the Open Reaction Database (ORD), a public repository of structured organic reaction records. Task: describe an organic reaction: reactants, conditions, products, and yield Starting materials: CC=1C(=NC=CN1)C(C)=O (1-(3-Methyl-pyrazin-2-yl)-ethanone), Br.BrBr (HBr bromine). Yields the product Br.Br.BrCC(=O)C1=NC=CN=C1C (2-Bromo-1-(3-methyl-pyrazin-2-yl)-ethanone dihydrobromide). Isolated yield 55.0%. Reaction SMILES: [CH3:1][C:2]1[C:3]([C:8](=[O:10])[CH3:9])=[N:4][CH:5]=[CH:6][N:7]=1.[BrH:11].BrBr>>[BrH:11].[BrH:11].[Br:11][CH2:9][C:8]([C:3]1[C:2]([CH3:1])=[N:7][CH:6]=[CH:5][N:4]=1)=[O:10] |f:1.2,3.4.5|. Reported procedure: The title compound was synthesised according to Example 4 from 1-(3-Methyl-pyrazin-2-yl)-ethanone and HBr/bromine in 55% yield as grey solid. MS (m/e): 215.0 (M+H, 100%). Starting materials: FC1=C(C#N)C=CC(=C1)N1C2=CC=CC=C2C=2C(=CC=CC12)C1=NC2=C(N1)C=C(C=C2)F (2-fluoro-4-[4-(6-fluoro-1H-benzimidazol-2-yl)-9H-carbazol-9-yl]benzonitrile), aqueous solution, [OH-].[Na+] (sodium hydroxide), aqueous solution, OO (hydrogen peroxide), C([O-])([O-])=O.[K+].[K+] (potassium carbonate), NCCC(C)O (4-aminobutan-2(R,S)-ol). Run in CS(=O)C (dimethyl sulphoxide), C(C)O (ethanol). Yields the product FC=1C=CC2=C(NC(=N2)C2=CC=CC=3N(C4=CC=CC=C4C23)C2=CC(=C(C(=O)N)C=C2)NCCC(C)O)C1 (4-[4-(6-fluoro-1H-benzimidazol-2-yl)-9H-carbazol-9-yl]-2-[3(R,S)hydroxybutylamino)benzamide). RXN SMILES: F[C:2]1[CH:9]=[C:8]([N:10]2[C:22]3[CH:21]=[CH:20][CH:19]=[C:18]([C:23]4[NH:27][C:26]5[CH:28]=[C:29]([F:32])[CH:30]=[CH:31][C:25]=5[N:24]=4)[C:17]=3[C:16]3[C:11]2=[CH:12][CH:13]=[CH:14][CH:15]=3)[CH:7]=[CH:6][C:3]=1[C:4]#[N:5].C(=O)([O-])[O-:34].[K+].[K+].[NH2:39][CH2:40][CH2:41][CH:42]([OH:44])[CH3:43].[OH-].[Na+].OO>CS(C)=O.C(O)C>[F:32][C:29]1[CH:30]=[CH:31][C:25]2[N:24]=[C:23]([C:18]3[C:17]4[C:16]5[C:11](=[CH:12][CH:13]=[CH:14][CH:15]=5)[N:10]([C:8]5[CH:7]=[CH:6][C:3]([C:4]([NH2:5])=[O:34])=[C:2]([NH:39][CH2:40][CH2:41][CH:42]([OH:44])[CH3:43])[CH:9]=5)[C:22]=4[CH:21]=[CH:20][CH:19]=3)[NH:27][C:26]=2[CH:28]=1 |f:1.2.3,5.6|. Reported procedure: The process is carried out as in stage 3 of Example 3, but using 300 mg of 2-fluoro-4-[4-(6-fluoro-1H-benzimidazol-2-yl)-9H-carbazol-9-yl]benzonitrile, obtained according to stage 2 of Example 3, 296 mg of potassium carbonate and 1.273 g of 4-aminobutan-2(R,S)-ol in 3 ml of dimethyl sulphoxide. 1.357 ml of a 1M aqueous solution of sodium hydroxide, 1.313 ml of a 30% aqueous solution of hydrogen peroxide and 7 ml of ethanol are then added to the reaction medium. After treatment as in stage 3 of E... Starting materials: B1C2CCCC1CCC2, C(=C(c1ccccc1)N1CCOCC1)c1ccccc1, C1CCOC1. Product: C(=Cc1ccccc1)c1ccccc1. Reaction SMILES: [CH:1]12[CH2:2][CH2:3][CH2:4][CH:5]([BH:6]1)[CH2:7][CH2:8][CH2:9]2.[O:10]1[CH2:11][CH2:12][N:13]([C:16](=[CH:17][c:18]2[cH:19][cH:20][cH:21][cH:22][cH:23]2)[c:24]2[cH:25][cH:26][cH:27][cH:28][cH:29]2)[CH2:14][CH2:15]1.[O:30]1[CH2:31][CH2:32][CH2:33][CH2:34]1>>[CH:16](=[CH:17][c:18]1[cH:19][cH:20][cH:21][cH:22][cH:23]1)[c:24]1[cH:25][cH:26][cH:27][cH:28][cH:29]1. The reactants are NC=1C(=C(OCCCCCCNC(OC(C)(C)C)=O)C=CC1)C#N (tert-butyl 6-(3-amino-2-cyanophenoxy)hexylcarbamate), S(N)(=O)(=O)Cl (sulfamoyl chloride). Product: NC=1C2=C(NS(N1)(=O)=O)C=CC=C2OCCCCCCNC(OC(C)(C)C)=O (tert-butyl 6-(4-amino-2,2-dioxo-1H-benzo[c][1,2,6]thiadiazin-5-yloxy)hexylcarbamate). Yield: 59.5%. RXN SMILES: [NH2:1][C:2]1[C:3]([C:23]#[N:24])=[C:4]([CH:20]=[CH:21][CH:22]=1)[O:5][CH2:6][CH2:7][CH2:8][CH2:9][CH2:10][CH2:11][NH:12][C:13](=[O:19])[O:14][C:15]([CH3:18])([CH3:17])[CH3:16].[S:25](Cl)(=[O:28])(=[O:27])[NH2:26]>>[NH2:24][C:23]1[C:3]2[C:4]([O:5][CH2:6][CH2:7][CH2:8][CH2:9][CH2:10][CH2:11][NH:12][C:13](=[O:19])[O:14][C:15]([CH3:18])([CH3:17])[CH3:16])=[CH:20][CH:21]=[CH:22][C:2]=2[NH:1][S:25](=[O:28])(=[O:27])[N:26]=1. Reported procedure: Prepared as in Example 274 from tert-butyl 6-(3-amino-2-cyanophenoxy)hexylcarbamate (Example 281a) and sulfamoyl chloride in 59.5% yield. 1H NMR (400 MHz, DMSO-d6) δ 1.274 (m, 2H), 1.339 (s, 9H), 1.361 (m, 4H), 1.779 (pentet, J=7 Hz, 2H), 2.878 (q, J=6 Hz, 2H), 4.122 (t, J=6 Hz, 2H), 6.580 (d, J=8 Hz, 1H), 6.722 (d, J=8 Hz, 1H), 6.75 (br t, J=6 Hz, 1H), 7.428 (t, J=8 Hz, 1H), 7.798 (br. s, 1H), 8.323 (br. s, 1H), 10.921 (s, 1H). MS 413 (MH+).